From a dataset of the Open Reaction Database (ORD), a public repository of structured organic reaction records. describe an organic reaction: reactants, conditions, products, and yield Starting materials: COC(C1=CC(=C(C=C1)NS(=O)(=O)C1=CC=C(C=C1)C(C)(C)C)C1=NN=C(N1C)CC)=O (4-(4-tert-butyl-benzenesulfonylamino)-3-(5-ethyl-4-methyl-4H-[1,2,4]triazol-3-yl)-benzoic acid methyl ester), [OH-].[Na+] (NaOH). Run in C1CCOC1 (THF). Run at temperature 60 celsius, time 8 hour. Product: C(C)(C)(C)C1=CC=C(C=C1)S(=O)(=O)NC1=C(C=C(C(=O)O)C=C1)C1=NN=C(N1C)CC (4-(4-tert-butyl-benzenesulfonylamino)-3-(5-ethyl-4-methyl-4H-[1,2,4]triazol-3-yl)-benzoic acid). Reaction SMILES: C[O:2][C:3](=[O:32])[C:4]1[CH:9]=[CH:8][C:7]([NH:10][S:11]([C:14]2[CH:19]=[CH:18][C:17]([C:20]([CH3:23])([CH3:22])[CH3:21])=[CH:16][CH:15]=2)(=[O:13])=[O:12])=[C:6]([C:24]2[N:28]([CH3:29])[C:27]([CH2:30][CH3:31])=[N:26][N:25]=2)[CH:5]=1.[OH-].[Na+]>C1COCC1>[C:20]([C:17]1[CH:18]=[CH:19][C:14]([S:11]([NH:10][C:7]2[CH:8]=[CH:9][C:4]([C:3]([OH:32])=[O:2])=[CH:5][C:6]=2[C:24]2[N:28]([CH3:29])[C:27]([CH2:30][CH3:31])=[N:26][N:25]=2)(=[O:12])=[O:13])=[CH:15][CH:16]=1)([CH3:23])([CH3:22])[CH3:21] |f:1.2|. Reported procedure: A 10 mL scintillation vial was charged with 4-(4-tert-butyl-benzenesulfonylamino)-3-(5-ethyl-4-methyl-4H-[1,2,4]triazol-3-yl)-benzoic acid methyl ester (20 mg, 0.044 mmol) and 3 M NaOH (aq)/THF (1:3) (1.5 mL). The reaction was heated to 60° C. and stirred overnight. The following day, the volatiles were removed in vacuo to about 200 μL at which point the solution was purified by preparative TLC to afford 4-(4-tert-butyl-benzenesulfonylamino)-3-(5-ethyl-4-methyl-4H-[1,2,4]triazol-3-yl)-benzoic ac...